Dataset: the Open Reaction Database (ORD), a public repository of structured organic reaction records. Task: describe an organic reaction: reactants, conditions, products, and yield Yields the product CC1(C2=C(B(O1)O)C=CC=C2)C (3,3-dimethylbenzo[c][1,2]oxaborol-1(3H)-ol). The reactants are B(OC)(OC)OC (trimethyl borate), [Li]CCCC (n-BuLi), BrC1=C(C=CC=C1)C(C)(C)O (2-(2-bromophenyl)propan-2-ol). Isolated yield 40.0%. Reaction conditions: temperature -75 celsius, time 30 minute. Procedure: To a solution of n-BuLi (21.2 ml, 0.053 mol) in anhydrous THF (160 mL) at −78° C. under argon was slowly added a solution of 2-(2-bromophenyl)propan-2-ol (XCV) (0.0212 mol, 4.55 g) in anhydrous THF (50 mL) while maintaining the temperature below −65° C. After addition was complete, the reaction mixture was stirred at −75° C. for 30 min. To this mixture was added in portions trimethyl borate (0.032 mol, 3.3 g), and the reaction mixture was stirred at −78° C. for 30 min and then at room temperatur... Reaction SMILES: [Li]CCCC.Br[C:7]1[CH:12]=[CH:11][CH:10]=[CH:9][C:8]=1[C:13]([OH:16])([CH3:15])[CH3:14].[B:17](OC)(OC)[O:18]C>C1COCC1>[CH3:14][C:13]1([CH3:15])[O:16][B:17]([OH:18])[C:7]2[CH:12]=[CH:11][CH:10]=[CH:9][C:8]1=2. The solvent is C1CCOC1 (THF), C1CCOC1 (THF).